describe an organic reaction: reactants, conditions, products, and yield From a dataset of the Open Reaction Database (ORD), a public repository of structured organic reaction records. Reactants: O (water), C([O-])([O-])=O.[K+].[K+] (Potassium carbonate), BrCCCO[Si](C)(C)C(C)(C)C ((3-bromopropoxy)-tert-butyldimethylsilane), ClC=1C=CC(=NC1OC)/C(=C/[C@H]1CCC(N1)=O)/C1=CC(=C(C=C1)O)C ((5R)-5-[(E)-2-(5-chloro-6-methoxypyridin-2-yl)-2-(4-hydroxy-3-methylphenyl)ethenyl]pyrrolidin-2-one). Run in CN(C=O)C (N,N-dimethylformamide). Reaction conditions: temperature 65 celsius, time 3 hour. The product is [Si](C)(C)(C(C)(C)C)OCCCOC1=C(C=C(C=C1)\C(=C/[C@H]1CCC(N1)=O)\C1=NC(=C(C=C1)Cl)OC)C ((5R)-5-[(E)-2-[4-(3-{[tert-butyl(dimethyl)silyl]oxy}propoxy)-3-methylphenyl]-2-(5-chloro-6-methoxypyridin-2-yl)ethenyl]pyrrolidin-2-one). Reaction SMILES: C(=O)([O-])[O-].[K+].[K+].Br[CH2:8][CH2:9][CH2:10][O:11][Si:12]([C:15]([CH3:18])([CH3:17])[CH3:16])([CH3:14])[CH3:13].[Cl:19][C:20]1[CH:21]=[CH:22][C:23](/[C:28](/[C:36]2[CH:41]=[CH:40][C:39]([OH:42])=[C:38]([CH3:43])[CH:37]=2)=[CH:29]/[C@@H:30]2[NH:34][C:33](=[O:35])[CH2:32][CH2:31]2)=[N:24][C:25]=1[O:26][CH3:27].O>CN(C)C=O>[Si:12]([O:11][CH2:10][CH2:9][CH2:8][O:42][C:39]1[CH:40]=[CH:41][C:36](/[C:28](/[C:23]2[CH:22]=[CH:21][C:20]([Cl:19])=[C:25]([O:26][CH3:27])[N:24]=2)=[CH:29]\[C@@H:30]2[NH:34][C:33](=[O:35])[CH2:32][CH2:31]2)=[CH:37][C:38]=1[CH3:43])([C:15]([CH3:18])([CH3:17])[CH3:16])([CH3:14])[CH3:13] |f:0.1.2|. Reported procedure: Potassium carbonate (470 mg) and (3-bromopropoxy)-tert-butyldimethylsilane (600 μL) were sequentially added to a solution of (5R)-5-[(E)-2-(5-chloro-6-methoxypyridin-2-yl)-2-(4-hydroxy-3-methylphenyl)ethenyl]pyrrolidin-2-one obtained in Example 4-50(2) (610 mg) in N,N-dimethylformamide (10 mL), and the mixture was stirred at room temperature for 15 hours and at 65° C. for three hours. The reaction solution was poured into water, followed by extraction with ethyl acetate. The organic layer was wa... Starting materials: [OH-].[Na+] (sodium hydroxide), Cl.ClC=1C=C(C=CC1Cl)CC(=O)N1C(CC(CC1)=O)CN1CCCC1 (1-[(3,4-Dichlorophenyl)acetyl]-2-(1-pyrrolidinylmethyl)-4-piperidinone hydrochloride), C(C)(S)S (ethanedithiol), B(F)(F)F.CCOCC (borontrifluoride etherate). Solvent: ClCCl (dichloromethane). Run at time 18 hour. Yields the product ClC=1C=C(C=CC1Cl)CC(=O)N1C(CC2(SCCS2)CC1)CN1CCCC1 (8-[(3,4-Dichlorophenyl)acetyl]-7-(1-pyrrolidinylmethyl)-1,4-dithia-8-azaspiro[4.5]decane). As a reaction SMILES: Cl.[Cl:2][C:3]1[CH:4]=[C:5]([CH2:10][C:11]([N:13]2[CH2:18][CH2:17]C(=O)C[CH:14]2[CH2:20][N:21]2[CH2:25][CH2:24][CH2:23][CH2:22]2)=[O:12])[CH:6]=[CH:7][C:8]=1[Cl:9].[CH:26]([SH:29])([SH:28])[CH3:27].B(F)(F)F.[CH3:34][CH2:35]OCC.[OH-].[Na+]>ClCCl>[Cl:2][C:3]1[CH:4]=[C:5]([CH2:10][C:11]([N:13]2[CH2:18][CH2:17][C:26]3([S:29][CH2:35][CH2:34][S:28]3)[CH2:27][CH:14]2[CH2:20][N:21]2[CH2:25][CH2:24][CH2:23][CH2:22]2)=[O:12])[CH:6]=[CH:7][C:8]=1[Cl:9] |f:0.1,3.4,5.6|. Reported procedure: A solution of the product of Example 8 (0.25 g) and ethanedithiol (0.1 ml) in dry dichloromethane (5 ml) at 0°-5° was treated with borontrifluoride etherate (0.020 ml, 0.16 mmol). The mixture was stirred at ambient temperature for 18 h. Aqueous sodium hydroxide (2M; 5 ml) was added and the product was extracted with dichloromethane (2×15 ml). The combined extracts were dried and evaporated to give an oily residue, which was purified by flash chromatography eluting with dichloromethane/methanol/a...